This data is from the Open Reaction Database (ORD), a public repository of structured organic reaction records. The task is: describe an organic reaction: reactants, conditions, products, and yield The reactants are Cc1cccc(Br)c1, O=C1CCC(=O)N1Br, O=C(OOC(=O)c1ccccc1)c1ccccc1, ClC(Cl)(Cl)Cl. The product is BrCc1cccc(Br)c1. Reaction SMILES: [Br:1][c:2]1[cH:3][c:4]([CH3:8])[cH:5][cH:6][cH:7]1.[Br:9][N:10]1[C:11](=[O:12])[CH2:13][CH2:14][C:15]1=[O:16].[C:17]([O:18][O:19][C:20](=[O:21])[c:22]1[cH:23][cH:24][cH:25][cH:26][cH:27]1)(=[O:28])[c:29]1[cH:30][cH:31][cH:32][cH:33][cH:34]1.[C:35]([Cl:36])([Cl:37])([Cl:38])[Cl:39]>>[Br:1][c:2]1[cH:3][c:4]([CH2:8][Br:9])[cH:5][cH:6][cH:7]1. Reactants: BrCCCCCCCC1=NNC2=C1N=C(N=C2NCC2=C(C=C(C=C2)OC)OC)CCCC (3-(7-bromoheptyl)-5-butyl-N-(2,4-dimethoxybenzyl)-1H-pyrazolo[4,3-d]pyrimidin-7-amine), N1CCCC1 (pyrrolidine). Yields the product C(CCC)C=1N=C(C2=C(N1)C(=NN2)CCCCCCCN2CCCC2)N (5-Butyl-3-(7-(pyrrolidin-1-yl)heptyl)-1H-pyrazolo[4,3-d]pyrimidin-7-amine). Reaction SMILES: Br[CH2:2][CH2:3][CH2:4][CH2:5][CH2:6][CH2:7][CH2:8][C:9]1[C:13]2[N:14]=[C:15]([CH2:30][CH2:31][CH2:32][CH3:33])[N:16]=[C:17]([NH:18]CC3C=CC(OC)=CC=3OC)[C:12]=2[NH:11][N:10]=1.[NH:34]1[CH2:38][CH2:37][CH2:36][CH2:35]1>>[CH2:30]([C:15]1[N:16]=[C:17]([NH2:18])[C:12]2[NH:11][N:10]=[C:9]([CH2:8][CH2:7][CH2:6][CH2:5][CH2:4][CH2:3][CH2:2][N:34]3[CH2:38][CH2:37][CH2:36][CH2:35]3)[C:13]=2[N:14]=1)[CH2:31][CH2:32][CH3:33]. Procedure details: Prepared similarly to Example 7 from 3-(7-bromoheptyl)-5-butyl-N-(2,4-dimethoxybenzyl)-1H-pyrazolo[4,3-d]pyrimidin-7-amine and pyrrolidine Starting materials: COC1=C(C(=O)C2CCN(CC2)C(=O)OC(C)(C)C)C=CC=C1OC (4-(2,3-Dimethoxybenzoyl)-1-piperidinecarboxylic Acid, 1,1-dimethylethyl Ester), Cl (hydrochloric acid), [OH-].[Na+] (sodium hydroxide). Solvent: O (water), C1(=CC=CC=C1)C (toluene), O (water), C1(=CC=CC=C1)C (toluene). Run at temperature 60 celsius. Yields the product COC1=C(C(=O)C2CCNCC2)C=CC=C1OC (4-(2,3-Dimethoxybenzoyl)piperidine). Yield: 65.0%. Reaction SMILES: [CH3:1][O:2][C:3]1[C:23]([O:24][CH3:25])=[CH:22][CH:21]=[CH:20][C:4]=1[C:5]([CH:7]1[CH2:12][CH2:11][N:10](C(OC(C)(C)C)=O)[CH2:9][CH2:8]1)=[O:6].Cl.[OH-].[Na+]>C1(C)C=CC=CC=1.O>[CH3:1][O:2][C:3]1[C:23]([O:24][CH3:25])=[CH:22][CH:21]=[CH:20][C:4]=1[C:5]([CH:7]1[CH2:8][CH2:9][NH:10][CH2:11][CH2:12]1)=[O:6] |f:2.3|. Procedure details: To the reaction solution of 4-(2,3-dimethoxybenzoyl)-1-piperidinecarboxylic acid, 1,1-dimethylethyl ester (7) from Example 76, Scheme G, step c, is added about 188 kg of water and 37% hydrochloric acid (39 kg, 395 mol). The solution is heated to about 60° C. for about 18 hours1. The mixture is cooled to about 25° C. and about 47 kg of toluene is added. The phases are separated and the organic phase is discarded. To the aqueous phase is added about 78 kg water, 50 wt % sodium hydroxide solution (... Reactants: O (water), [Al+3].[Cl-].[Cl-].[Cl-] (AlCl3), BrC1=CC=CC2=CC=CC=C12 (1-bromo-naphthalene), COC(C(=O)Cl)=O (methylchloroglyoxylate). The solvent is C(Cl)Cl (DCM). Run at time 5 minute. Yields the product COC(C(=O)C1=CC=C(C2=CC=CC=C12)Br)=O ((4-Bromo-naphthalen-1-yl)-oxo-acetic acid methyl ester). The yield is 37.0%. As a reaction SMILES: [Al+3].[Cl-].[Cl-].[Cl-].[CH3:5][O:6][C:7](=[O:11])[C:8](Cl)=[O:9].[Br:12][C:13]1[C:22]2[C:17](=[CH:18][CH:19]=[CH:20][CH:21]=2)[CH:16]=[CH:15][CH:14]=1.O>C(Cl)Cl>[CH3:5][O:6][C:7](=[O:11])[C:8]([C:16]1[C:17]2[C:22](=[CH:21][CH:20]=[CH:19][CH:18]=2)[C:13]([Br:12])=[CH:14][CH:15]=1)=[O:9] |f:0.1.2.3|. Procedure: To a suspension of AlCl3 (3.20 g, 24 mmol) in 100 mL DCM at 0° C., methylchloroglyoxylate (2.2 mL, 24 mmol) was added. The resulting solution was stirred for 5 min., after which 1-bromo-naphthalene (5 g, 24 mmol) was added. After stirring for 2 hrs at room temperature, water was added and the phases were separated, after which the organic layer was washed with water and dried over MgSO4. The residue obtained after evaporation of the organic solvent was purified by column chromatography (0-30% Et... Starting materials: C1(=CC=CC=C1)C1=CC=C(C=C1)CC(=O)[O-] ((4′-biphenyl)acetate), C1(=CC=C(C=C1)S(=O)(=O)O)C (para-toluensulfonic acid). Solvent: C(C)O (ethanol). Yields the product C1(=CC=CC=C1)C1=CC=C(C=C1)CC(=O)OCC (Ethyl (4′-Biphenyl)acetate). The yield is 462.5%. Reaction SMILES: [C:1]1([C:7]2[CH:12]=[CH:11][C:10]([CH2:13][C:14]([O-:16])=[O:15])=[CH:9][CH:8]=2)[CH:6]=[CH:5][CH:4]=[CH:3][CH:2]=1.[C:17]1(C)C=CC(S(O)(=O)=O)=C[CH:18]=1>C(O)C>[C:1]1([C:7]2[CH:12]=[CH:11][C:10]([CH2:13][C:14]([O:16][CH2:17][CH3:18])=[O:15])=[CH:9][CH:8]=2)[CH:2]=[CH:3][CH:4]=[CH:5][CH:6]=1. Procedure details: A suspension of (4′-biphenyl)acetate acid (6.4 g) in 60 ml of ethanol is added with 1.1 g of para-toluensulfonic acid, then the reaction mixture is refluxed for 4 hours 30 minutes. The solvent is evaporated off, the residue is dissolved in diethyl ether and the resulting organic phase is washed three times with a saturated aqueous solution of sodium hydrogencarbonate and once with brine. The organic phase is then dried over sodium sulfate and the solvent is evaporated off to give 7.1 g of the pr... Reactants: COC(\C=C\C1=CC=C(C=C1)CN(CCC1=CNC2=CC=CC=C12)CCO[Si](C)(C)C(C)(C)C)=O (3-[4-({[2-(tert-butyldimethylsilanyloxy)-ethyl]-[2-(1H-indol-3-yl)-ethyl]-amino}-methyl)-phenyl]-(2E)-2-propenoic acid methyl ester), ON (HONH2), [OH-].[K+] (KOH), [OH-].[K+] (KOH), ON.Cl (HONH2.HCl), C(=O)=O (Dry ice). The solvent is CO (MeOH), O (H2O), CO (MeOH), CO (MeOH), CO (MeOH). Run at time 8 hour. The product is ONC(\C=C\C1=CC=C(C=C1)CN(CCC1=CNC2=CC=CC=C12)CCO[Si](C)(C)C(C)(C)C)=O (N-hydroxy-3-[4-({[2-(tert-butyldimethylsilanyloxy)-ethyl]-[2-(1H-indol-3-yl)-ethyl]-amino}methyl)-phenyl]-(2E)-2-propenamide). Yield: 93.9%. As a reaction SMILES: [OH-:1].[K+].O[NH2:4].Cl.CO[C:8](=[O:40])/[CH:9]=[CH:10]/[C:11]1[CH:16]=[CH:15][C:14]([CH2:17][N:18]([CH2:30][CH2:31][O:32][Si:33]([C:36]([CH3:39])([CH3:38])[CH3:37])([CH3:35])[CH3:34])[CH2:19][CH2:20][C:21]2[C:29]3[C:24](=[CH:25][CH:26]=[CH:27][CH:28]=3)[NH:23][CH:22]=2)=[CH:13][CH:12]=1.ON.C(=O)=O>CO.O>[OH:1][NH:4][C:8](=[O:40])/[CH:9]=[CH:10]/[C:11]1[CH:16]=[CH:15][C:14]([CH2:17][N:18]([CH2:30][CH2:31][O:32][Si:33]([C:36]([CH3:37])([CH3:38])[CH3:39])([CH3:35])[CH3:34])[CH2:19][CH2:20][C:21]2[C:29]3[C:24](=[CH:25][CH:26]=[CH:27][CH:28]=3)[NH:23][CH:22]=2)=[CH:13][CH:12]=1 |f:0.1,2.3|. Procedure details: A solution of 3-(4-{[2-(1H-indol-3-yl)-ethylamino]-methyl}-phenyl)-(2E)-2-propenoic acid methyl ester (12.6 g, 37.7 mmol), (2-bromoethoxy)-tert-butyldimethylsilane (12.8 g, 53.6 mmol), (i-Pr)2NEt, (7.42 g, 57.4 mmol) in DMSO (100 mL) is heated to 50° C. After 8 hours the mixture is partitioned with CH2Cl2/H2O. The organic layer is dried (Na2SO4) and evaporated. The residue is chromatographed on silica gel to produce 3-[4-({[2-(tert-butyldimethylsilanyloxy)-ethyl]-[2-(1H-indol-3-yl)-ethyl]-amino}... Starting materials: C(C1=CC=CC=C1)N1CCC(CC1)C(=O)O (N-Benzyl 4-piperidinecarboxylic acid), Cl.CN(CCCN=C=NCC)C (1-(3-dimethylaminopropyl)-3-ethyl-carbodiimide hydrochloride), O.ON1N=NC2=C1C=CC=C2 (1-hydroxybenzotriazole hydrate), CN (methylamine), solution. Run in O1CCCC1 (tetrahydrofuran), ClCCl (dichloromethane). Run at time 1 hour. Product: C(C1=CC=CC=C1)N1CCC(CC1)C(=O)NC (1-Benzyl N-methyl-4-piperidinecarboxamide). As a reaction SMILES: [CH2:1]([N:8]1[CH2:13][CH2:12][CH:11]([C:14]([OH:16])=O)[CH2:10][CH2:9]1)[C:2]1[CH:7]=[CH:6][CH:5]=[CH:4][CH:3]=1.Cl.[CH3:18][N:19](C)CCCN=C=NCC.O.ON1C2C=CC=CC=2N=N1.CN>O1CCCC1.ClCCl>[CH2:1]([N:8]1[CH2:13][CH2:12][CH:11]([C:14]([NH:19][CH3:18])=[O:16])[CH2:10][CH2:9]1)[C:2]1[CH:7]=[CH:6][CH:5]=[CH:4][CH:3]=1 |f:1.2,3.4|. Procedure: N-Benzyl 4-piperidinecarboxylic acid (5.00 g, 22.8 mmol), 1-(3-dimethylaminopropyl)-3-ethyl-carbodiimide hydrochloride (5.25 g, 27.4 mmol) and 1-hydroxybenzotriazole hydrate (3.84 g, 25.1 mmol) were added to a solution of methylamine (11.4 ml of a 2.0M solution in tetrahydrofuran, 22.8 mmol) in dichloromethane (100 ml). The mixture was stirred for 1 hour at room temperature, then partitioned between dichloromethane and water. The organic layer was separated and washed with brine, dried (MgSO4), ... Starting materials: BrCCCCBr, CC(C)(C)[S-], [Na+], CN(C)C=O. The product is CC(C)(C)SCCCCBr. RXN SMILES: [Br:1][CH2:2][CH2:3][CH2:4][CH2:5][Br:6].[CH3:7][C:8]([CH3:9])([CH3:10])[S-:11].[Na+:12].[O:13]=[CH:14][N:15]([CH3:16])[CH3:17]>>[Br:1][CH2:2][CH2:3][CH2:4][CH2:5][S:11][C:8]([CH3:7])([CH3:9])[CH3:10]. Starting materials: OC1C(N(CC1)C1=CC=C(C=C1)C(F)(F)F)=O (3-hydroxy-1-(4-trifluoromethyl-phenyl)-pyrrolidin-2-one), C1(=CC=CC=C1)P(C1=CC=CC=C1)C1=CC=CC=C1 (triphenylphosphine), OC1=C(C=CC=C1)N1CCN(CC1)C(=O)OC(C)(C)C (N-(2-hydroxyphenyl)-4-t-butoxycarbonyl-piperazine), N(=NC(=O)[O-])C(=O)[O-] (azodicarboxylate). The solvent is O1CCCC1 (tetrahydrofuran), O1CCCC1 (tetrahydrofuran). Reaction conditions: time 8 hour. The product is C(C)(C)(C)OC(=O)N1CCN(CC1)C1=C(OC2C(N(CC2)C2=CC=C(C=C2)C(F)(F)F)=O)C=CC=C1 (3-[2-(4-t-Butoxycarbonyl-piperazin-1-yl)-phenoxy]-1-(4-trifluoromethyl-phenyl)-pyrrolidin-2-one). The yield is 64.4%. As a reaction SMILES: [OH:1][CH:2]1[CH2:6][CH2:5][N:4]([C:7]2[CH:12]=[CH:11][C:10]([C:13]([F:16])([F:15])[F:14])=[CH:9][CH:8]=2)[C:3]1=[O:17].C1(P(C2C=CC=CC=2)C2C=CC=CC=2)C=CC=CC=1.O[C:38]1[CH:43]=[CH:42][CH:41]=[CH:40][C:39]=1[N:44]1[CH2:49][CH2:48][N:47]([C:50]([O:52][C:53]([CH3:56])([CH3:55])[CH3:54])=[O:51])[CH2:46][CH2:45]1.N(C([O-])=O)=NC([O-])=O>O1CCCC1>[C:53]([O:52][C:50]([N:47]1[CH2:48][CH2:49][N:44]([C:39]2[CH:40]=[CH:41][CH:42]=[CH:43][C:38]=2[O:1][CH:2]2[CH2:6][CH2:5][N:4]([C:7]3[CH:8]=[CH:9][C:10]([C:13]([F:14])([F:15])[F:16])=[CH:11][CH:12]=3)[C:3]2=[O:17])[CH2:45][CH2:46]1)=[O:51])([CH3:56])([CH3:54])[CH3:55]. Procedure details: To a 100 mL round-bottomed flask equipped with condenser and N2 inlet were added 241 mg (0.983 mmol) 3-hydroxy-1-(4-trifluoromethyl-phenyl)-pyrrolidin-2-one, 15 mL dry tetrahydrofuran, 645 mg (2.45 mmol) triphenylphosphine, and 328 mg (1.18 mmol) N-(2-hydroxyphenyl)-4-t-butoxycarbonyl-piperazine. A solution of 398 mg (1.97 mmol) disopropyl azodicarboxylate in 10 mL dry tetrahydrofuran was added dropwise over 5 minutes, and the reaction stirred at room temperature overnight. The reaction was quen... Reactants: N#Cc1ccc(Nc2cncnc2)cc1, ClCc1ccc(Cl)c(Cl)c1. Reaction SMILES: [C:1](#[N:2])[c:3]1[cH:4][cH:5][c:6]([NH:9][c:10]2[cH:11][n:12][cH:13][n:14][cH:15]2)[cH:7][cH:8]1.[Cl:16][c:17]1[cH:18][c:19]([CH2:20][Cl:21])[cH:22][cH:23][c:24]1[Cl:25]>>[C:1](#[N:2])[c:3]1[cH:4][cH:5][c:6]([N:9]([c:10]2[cH:11][n:12][cH:13][n:14][cH:15]2)[CH2:20][c:19]2[cH:18][c:17]([Cl:16])[c:24]([Cl:25])[cH:23][cH:22]2)[cH:7][cH:8]1. Yields the product N#Cc1ccc(N(Cc2ccc(Cl)c(Cl)c2)c2cncnc2)cc1.